This data is from the Open Reaction Database (ORD), a public repository of structured organic reaction records. The task is: describe an organic reaction: reactants, conditions, products, and yield Starting materials: CC(=O)OCC1=C(N2[C@@H]([C@@H](C2=O)N)SC1)C(=O)O (7-aminocephalosporanic acid), CC=1N=CSC1C.S1C(=CC=C1)C(=O)O (4,5-dimethylthiazole 2-thiolcarboxyic acid), P(O)(O)(O)=O (phosphoric acid), C([O-])(O)=O.[Na+] (sodium bicarbonate), P(=O)([O-])([O-])[O-] (phosphate). Product: NC1[C@@H]2N(C(=C(CS2)CSC(=O)C=2SC(=C(N2)C)C)C(=O)O)C1=O (7-Amino-3-(4,5-dimethylthiazol-2-yl)carbonylthiomethyl-3-cephem-4-carboxylic acid). Yield: 45.0%. Reaction SMILES: CC(O[CH2:5][C:6]1[CH2:15][S:14][C@@H:9]2[C@H:10]([NH2:13])[C:11](=[O:12])[N:8]2[C:7]=1[C:16]([OH:18])=[O:17])=O.[C:19](=[O:22])(O)[O-].[Na+].P([O-])([O-])([O-])=O.[CH3:29][C:30]1[N:31]=[CH:32][S:33][C:34]=1[CH3:35].[S:36]1C=CC=C1C(O)=O.P(=O)(O)(O)O>>[NH2:13][CH:10]1[C:11](=[O:12])[N:8]2[C:7]([C:16]([OH:18])=[O:17])=[C:6]([CH2:5][S:36][C:19]([C:32]3[S:33][C:34]([CH3:35])=[C:30]([CH3:29])[N:31]=3)=[O:22])[CH2:15][S:14][C@H:9]12 |f:1.2,4.5|. Reported procedure: To a stirred solution of 7.22 g. (0.0265 mole) of 7-aminocephalosporanic acid and 4.45 g. (0.053 mole) of sodium bicarbonate in 160 ml. of aqueous phosphate buffer (ph 6.4) was added 4.6 g. (0.0265 mole) of 4,5-dimethylthiazole-2-thiolcarboxyic acid. The mixture was stirred in a nitrogen atmosphere and heated to 50°. The pH was adjusted from 7.0 to 6.5 with 42% phosphoric acid. A crystalline solid started to precipitate. After 5 hours at 50° the reaction mixture was cooled to 20°. The precipitat... Reactants: COC=1C(=C(C(=O)OC)C=CC1C)[N+](=O)[O-] (methyl 3-methoxy-4-methyl-2-nitrobenzoate), petroleum ether ethyl acetate, [H][H] (hydrogen). The reagents and catalysts are [Pd] (Pd/C). Run in C(C)O (ethanol). The product is NC1=C(C(=O)OC)C=CC(=C1OC)C (methyl 2-amino-3-methoxy-4-methylbenzoate). The yield is 94.0%. RXN SMILES: [CH3:1][O:2][C:3]1[C:4]([N+:14]([O-])=O)=[C:5]([CH:10]=[CH:11][C:12]=1[CH3:13])[C:6]([O:8][CH3:9])=[O:7].[H][H]>C(O)C.[Pd]>[NH2:14][C:4]1[C:3]([O:2][CH3:1])=[C:12]([CH3:13])[CH:11]=[CH:10][C:5]=1[C:6]([O:8][CH3:9])=[O:7]. Reported procedure: To a solution of methyl 3-methoxy-4-methyl-2-nitrobenzoate (395 g, 1.75 mol) in ethanol (6700 mL) was added Pd/C (39.5 g) in one portion. The reaction mixture was stirred at room temperature under 50 psi of hydrogen overnight. TLC (petroleum ether/ethyl acetate=3:1) indicated the reaction was complete. The mixture was filtered and the filtrate was evaporated in vacuo to give the crude product, which was re-crystallized from ethanol (1.6 L) to give the title compound (321 g, 93.8%) as a white sol... Starting materials: O=S(=O)([O-])C(F)(F)F, OC1CCNCC1, C[NH+]1C=CN(S(=O)(=O)n2ccnc2)C1. The product is O=S(=O)(N1CCC(O)CC1)n1ccnc1. RXN SMILES: [F:8][C:9]([F:10])([F:11])[S:12]([O-:13])(=[O:14])=[O:15].[OH:1][CH:2]1[CH2:3][CH2:4][NH:5][CH2:6][CH2:7]1.[n:16]1([S:21](=[O:22])(=[O:23])[N:24]2[CH:25]=[CH:26][NH+:27]([CH3:28])[CH2:29]2)[cH:17][n:18][cH:19][cH:20]1>>[OH:1][CH:2]1[CH2:3][CH2:4][N:5]([S:21]([n:16]2[cH:17][n:18][cH:19][cH:20]2)(=[O:22])=[O:23])[CH2:6][CH2:7]1. Reactants: CS(=O)(=O)C1=CC=C(OC2=C(C=CC=C2)CC(=O)O)C=C1 (2-(4-methylsulfonylphenoxy)phenylacetic acid), polyphosophoric acid, [OH-].[Na+] (sodium hydroxide). The solvent is ice water. Conditions: time 2 hour. Product: CS(=O)(=O)C1=CC2=C(OC3=C(CC2=O)C=CC=C3)C=C1 (10,11-dihydro-2-methylsulfonyl-11-oxodibenz[b,f]oxepin). Reaction SMILES: [CH3:1][S:2]([C:5]1[CH:21]=[CH:20][C:8]([O:9][C:10]2[CH:15]=[CH:14][CH:13]=[CH:12][C:11]=2[CH2:16][C:17]([OH:19])=O)=[CH:7][CH:6]=1)(=[O:4])=[O:3].[OH-].[Na+]>>[CH3:1][S:2]([C:5]1[CH:6]=[CH:7][C:8]2[O:9][C:10]3[CH:15]=[CH:14][CH:13]=[CH:12][C:11]=3[CH2:16][C:17](=[O:19])[C:20]=2[CH:21]=1)(=[O:3])=[O:4] |f:1.2|. Procedure details: A mixture of 1.0 g of 2-(4-methylsulfonylphenoxy)phenylacetic acid and 10 ml of polyphosophoric acid under nitrogen is stirred at 90°-100° C. for 2 hours. The reaction mixture is permitted to cool and then poured into 100 ml of an ice-water slurry. The aqueous solution is basified with 20% sodium hydroxide before being extracted with methylene chloride. The combined extracts are dried and then evaporated to dryness leaving an oil. The oil is chromatographed through a silica gel/methylene chlorid... Reported procedure: A suspension of 4-iodo-2-methoxybenzoic acid of Step B (2.5 g, 9.0 mmol) in thionyl chloride (10 mL) was heated at reflux for 1 hour. After cooling, the thionyl chloride was removed in vacuo. The residue was dissolved in toluene and concentrated in vacuo to give the crude acid chloride as a brown solid. The acid chloride was then dissolved in dichloromethane (10 mL) and slowly added to a solution of 10,11-dihydro-5H-pyrrolo[2,1-c][1,4]benzodiazepine (1.75 g, 9.5 mmol) and N,N-diisopropylethyl am... Yield: 90.0%. Run in ClCCl (dichloromethane), ClCCl (dichloromethane), S(=O)(Cl)Cl (thionyl chloride). Starting materials: acid chloride, C=1C=CN2C1CNC1=C(C2)C=CC=C1 (10,11-dihydro-5H-pyrrolo[2,1-c][1,4]benzodiazepine), C(C)(C)N(C(C)C)CC (N,N-diisopropylethyl amine), IC1=CC(=C(C(=O)O)C=C1)OC (4-iodo-2-methoxybenzoic acid). As a reaction SMILES: [I:1][C:2]1[CH:10]=[CH:9][C:5]([C:6]([OH:8])=O)=[C:4]([O:11][CH3:12])[CH:3]=1.[CH:13]1[CH:14]=[CH:15][N:16]2[CH2:22][C:21]3[CH:23]=[CH:24][CH:25]=[CH:26][C:20]=3[NH:19][CH2:18][C:17]=12.C(N(CC)C(C)C)(C)C>S(Cl)(Cl)=O.ClCCl>[I:1][C:2]1[CH:10]=[CH:9][C:5]([C:6]([N:19]2[C:20]3[CH:26]=[CH:25][CH:24]=[CH:23][C:21]=3[CH2:22][N:16]3[CH:15]=[CH:14][CH:13]=[C:17]3[CH2:18]2)=[O:8])=[C:4]([O:11][CH3:12])[CH:3]=1. The product is IC1=CC(=C(C(=O)N2CC=3N(CC4=C2C=CC=C4)C=CC3)C=C1)OC (10-(4-Iodo-2-methoxybenzoyl)-10,11-dihydro-5H-pyrrolo[2,1-c][1,4] benzodiazepine). Run at time 2 hour. Reactants: CC(C)(C)[Si](C)(C)Cl, CCOC(=O)c1ccc(O)cc1C, CN(C)C=O, O, c1c[nH]cn1. Product: CCOC(=O)c1ccc(O[Si](C)(C)C(C)(C)C)cc1C. As a reaction SMILES: [C:19]([CH3:20])([CH3:21])([CH3:22])[Si:23]([CH3:24])([CH3:25])[Cl:26].[CH2:1]([CH3:2])[O:3][C:4]([c:5]1[c:6]([CH3:12])[cH:7][c:8]([OH:11])[cH:9][cH:10]1)=[O:13].[O:27]=[CH:28][N:29]([CH3:30])[CH3:31].[OH2:32].[nH:14]1[cH:15][cH:16][n:17][cH:18]1>>[CH2:1]([CH3:2])[O:3][C:4]([c:5]1[c:6]([CH3:12])[cH:7][c:8]([O:11][Si:23]([C:19]([CH3:20])([CH3:21])[CH3:22])([CH3:24])[CH3:25])[cH:9][cH:10]1)=[O:13].